Dataset: the Open Reaction Database (ORD), a public repository of structured organic reaction records. Task: describe an organic reaction: reactants, conditions, products, and yield Reactants: FC1=CC=C(CBr)C=C1 (4-fluorobenzyl bromide), crude product, CS(=O)(=O)C=1C=C2C=C(NC2=CC1)C=1OC=NN1 (5-methansulfonyl-2-([1,3,4]oxadiazol-2-yl)-1H-indole), [H-].[Na+] (sodium hydride). Run in CN(C=O)C (N,N-dimethylformamide). Conditions: time 5 minute. Product: FC1=CC=C(CN2C(=CC3=CC(=CC=C23)S(=O)(=O)C)C=2OC=NN2)C=C1 (1-(4-fluorobenzyl)-5-methanesulfonyl-2-([1,3,4]oxadiazol-2-yl)indole). As a reaction SMILES: [CH3:1][S:2]([C:5]1[CH:6]=[C:7]2[C:11](=[CH:12][CH:13]=1)[NH:10][C:9]([C:14]1[O:15][CH:16]=[N:17][N:18]=1)=[CH:8]2)(=[O:4])=[O:3].[H-].[Na+].[F:21][C:22]1[CH:29]=[CH:28][C:25]([CH2:26]Br)=[CH:24][CH:23]=1>CN(C)C=O>[F:21][C:22]1[CH:29]=[CH:28][C:25]([CH2:26][N:10]2[C:11]3[C:7](=[CH:6][C:5]([S:2]([CH3:1])(=[O:3])=[O:4])=[CH:13][CH:12]=3)[CH:8]=[C:9]2[C:14]2[O:15][CH:16]=[N:17][N:18]=2)=[CH:24][CH:23]=1 |f:1.2|. Procedure details: To a solution of the crude product (200 mg) of 5-methansulfonyl-2-([1,3,4]oxadiazol-2-yl)-1H-indole in N,N-dimethylformamide (8 ml), 60% sodium hydride (40 mg) was added at 0° C. under nitrogen atmosphere and the mixture was stirred for 5 minutes, followed by addition of 4-fluorobenzyl bromide (215 mg), and the mixture was stirred for 3 hours. To the reaction solution was then added water and the mixture was extracted with ethyl acetate. The organic layer was washed with a saturated aqueous NaCl... Starting materials: ClC1=C(C(=C(C=C1OC)OC)Cl)C1=C2C=CC=NC2=C(C=C1)C(=O)O (5-(2,6-dichloro-3,5-dimethoxy-phenyl)-quinoline-8-carboxylic acid), [N+](=O)([O-])C=1N=CNC1 (4-nitro-imidazole). Solvent: C(Cl)Cl.CO (DCM MeOH). Conditions: temperature 70 celsius, time 3 hour. Product: N1=CNC(=C1)NC(=O)C=1C=CC(=C2C=CC=NC12)C1=C(C(=CC(=C1Cl)OC)OC)Cl (5-(2,6-Dichloro-3,5-dimethoxy-phenyl)-quinoline-8-carboxylic acid (3H-imidazol-4-yl)-amide). As a reaction SMILES: [Cl:1][C:2]1[C:7]([O:8][CH3:9])=[CH:6][C:5]([O:10][CH3:11])=[C:4]([Cl:12])[C:3]=1[C:13]1[CH:22]=[CH:21][C:20]([C:23](O)=[O:24])=[C:19]2[C:14]=1[CH:15]=[CH:16][CH:17]=[N:18]2.[N+:26]([C:29]1[N:30]=[CH:31][NH:32][CH:33]=1)([O-])=O>C(Cl)Cl.CO>[N:32]1[CH:33]=[C:29]([NH:26][C:23]([C:20]2[CH:21]=[CH:22][C:13]([C:3]3[C:4]([Cl:12])=[C:5]([O:10][CH3:11])[CH:6]=[C:7]([O:8][CH3:9])[C:2]=3[Cl:1])=[C:14]3[C:19]=2[N:18]=[CH:17][CH:16]=[CH:15]3)=[O:24])[NH:30][CH:31]=1 |f:2.3|. Procedure: The title compound was prepared in analogy to the procedures described in Example 14 but using 5-(2,6-dichloro-3,5-dimethoxy-phenyl)-quinoline-8-carboxylic acid (Step 159.1), stirring the reaction mixture for 3 h at 70° C., and using 4-nitro-imidazole instead of 2-nitroimidazole in Step 14.3. The title compound: ESI-MS: 442.9 [M+H]+; tR=3.93 min (System 1); TLC: Rf=0.17 (DCM/MeOH/NH3aq, 94:5:1). The reactants are O=Cc1ccc(F)c(Oc2ccccc2)c1, [Na+], N#C[Na], O, O=S([O-])O. Product: N#CC(O)c1ccc(F)c(Oc2ccccc2)c1. RXN SMILES: [F:1][c:2]1[c:3]([O:10][c:11]2[cH:12][cH:13][cH:14][cH:15][cH:16]2)[cH:4][c:5]([CH:6]=[O:7])[cH:8][cH:9]1.[Na+:24].[Na:17][C:18]#[N:19].[OH2:25].[S:20](=[O:21])([OH:22])[O-:23]>>[F:1][c:2]1[c:3]([O:10][c:11]2[cH:12][cH:13][cH:14][cH:15][cH:16]2)[cH:4][c:5]([CH:6]([OH:7])[C:18]#[N:19])[cH:8][cH:9]1. Starting materials: CCOC(=O)c1cc[nH]c1, O=C(Cl)c1cccnc1Cl, Cl, Cl[Sn](Cl)(Cl)Cl, c1ccccc1. The product is CCOC(=O)c1c[nH]c(C(=O)c2cccnc2Cl)c1. Reaction SMILES: [CH2:11]([CH3:12])[O:13][C:14](=[O:15])[c:16]1[cH:17][nH:18][cH:19][cH:20]1.[Cl:1][c:2]1[c:3]([C:4](=[O:5])[Cl:6])[cH:7][cH:8][cH:9][n:10]1.[ClH:26].[Sn:21]([Cl:22])([Cl:23])([Cl:24])[Cl:25].[cH:27]1[cH:28][cH:29][cH:30][cH:31][cH:32]1>>[Cl:1][c:2]1[c:3]([C:4](=[O:5])[c:19]2[nH:18][cH:17][c:16]([C:14]([O:13][CH2:11][CH3:12])=[O:15])[cH:20]2)[cH:7][cH:8][cH:9][n:10]1. Reactants: [Cl-].[NH4+] (ammonium chloride), BrC(=CC1CC(C1)CC(C)(C)C)Br (1-(2,2-dibromovinyl)-3-(2,2-dimethylpropyl)cyclobutane), C(CCC)[Li] (n-butyllithium), C(C1=CC=CC=C1)OCCCC(CC(=O)OC(C)(C)C)C(NCOC)=O (tert-butyl 6-benzyloxy-3-(methoxymethylcarbamoyl)hexanoate). Run in O1CCCC1 (tetrahydrofuran), O1CCCC1 (tetrahydrofuran). Run at time 30 minute. Yields the product C(C1=CC=CC=C1)OCCCC(CC(=O)OC(C)(C)C)C(C#CC1CC(C1)CC(C)(C)C)=O (tert-Butyl 3-(3-benzyloxypropyl)-6-[3-(2,2-dimethylpropyl)cyclobutyl]-4-oxo-5-hexynoate). Isolated yield 67.1%. As a reaction SMILES: Br[C:2](Br)=[CH:3][CH:4]1[CH2:7][CH:6]([CH2:8][C:9]([CH3:12])([CH3:11])[CH3:10])[CH2:5]1.C([Li])CCC.[CH2:19]([O:26][CH2:27][CH2:28][CH2:29][CH:30]([C:39](=[O:44])NCOC)[CH2:31][C:32]([O:34][C:35]([CH3:38])([CH3:37])[CH3:36])=[O:33])[C:20]1[CH:25]=[CH:24][CH:23]=[CH:22][CH:21]=1.[Cl-].[NH4+]>O1CCCC1>[CH2:19]([O:26][CH2:27][CH2:28][CH2:29][CH:30]([C:39](=[O:44])[C:2]#[C:3][CH:4]1[CH2:7][CH:6]([CH2:8][C:9]([CH3:12])([CH3:11])[CH3:10])[CH2:5]1)[CH2:31][C:32]([O:34][C:35]([CH3:36])([CH3:38])[CH3:37])=[O:33])[C:20]1[CH:25]=[CH:24][CH:23]=[CH:22][CH:21]=1 |f:3.4|. Procedure details: 1-(2,2-dibromovinyl)-3-(2,2-dimethylpropyl)cyclobutane (5 g) and tetrahydrofuran (50 mL) were mixed. To the mixture was added n-butyllithium (1.65 M in hexane) (20.5 mL) dropwise at −78° C. The mixture was stirred at ice temperature for 30 min. and a solution of tert-butyl 6-benzyloxy-3-(methoxymethylcarbamoyl)hexanoate (4.13 g) in tetrahydrofuran (25 mL) was added dropwise to the mixture. After stirring at ice temperature for 20 min., saturated aqueous ammonium chloride was added to the reactio... The reactants are C(\C=C/C(=O)O)(=O)O (maleic acid), C1(CCCC1)C(CC1N2CCC(C1)CC2)(C2=CC=CC=C2)C2=CC=CC=C2 (2-(2-cyclopentyl-2,2-diphenylethyl)-1-azabicyclo[2.2.2]octane), BrC1CCCC1 (bromocyclopentane), C1(=CC=CC=C1)C(CC1N2CCC(C1)CC2)C2=CC=CC=C2 (2-(2,2-diphenylethyl)-1-azabicyclo[2.2.2]octane), solution, C(CCC)[Li] (butyl lithium), CN(C)CCN(C)C (TMEDA). The solvent is CO (methanol), CCOCC (ether), C(C)OCC (ethyl ether), CCCCCC (hexane), C1CCCCC1 (cyclohexane). The product is C(\C=C/C(=O)O)(=O)O.C1(CCCC1)C(CC1N2CCC(C1)CC2)(C2=CC=CC=C2)C2=CC=CC=C2 (2-(2-cyclopentyl-2,2-diphenylethyl)-1-azabicyclo[2.2.2]octane (Z)-2-butenedioate). As a reaction SMILES: C1(C(C2C=CC=CC=2)CC2CC3CCN2CC3)C=CC=CC=1.C([Li])CCC.CN(CCN(C)C)C.BrC1CCCC1.[CH:42]1([C:47]([C:63]2[CH:68]=[CH:67][CH:66]=[CH:65][CH:64]=2)([C:57]2[CH:62]=[CH:61][CH:60]=[CH:59][CH:58]=2)[CH2:48][CH:49]2[CH2:54][CH:53]3[CH2:55][CH2:56][N:50]2[CH2:51][CH2:52]3)[CH2:46][CH2:45][CH2:44][CH2:43]1.[C:69]([OH:76])(=[O:75])/[CH:70]=[CH:71]\[C:72]([OH:74])=[O:73]>CCCCCC.C(OCC)C.CO.C1CCCCC1>[C:69]([OH:76])(=[O:75])/[CH:70]=[CH:71]\[C:72]([OH:74])=[O:73].[CH:42]1([C:47]([C:57]2[CH:62]=[CH:61][CH:60]=[CH:59][CH:58]=2)([C:63]2[CH:64]=[CH:65][CH:66]=[CH:67][CH:68]=2)[CH2:48][CH:49]2[CH2:54][CH:53]3[CH2:55][CH2:56][N:50]2[CH2:51][CH2:52]3)[CH2:46][CH2:45][CH2:44][CH2:43]1 |f:10.11|. Procedure details: To a solution of 2.91 parts of 2-(2,2-diphenylethyl)-1-azabicyclo[2.2.2]octane in 40 parts by volume of cyclohexane is added under a nitrogen atmosphere 5.1 parts by volume of 2.17 M solution of butyl lithium in hexane and 1.15 parts of TMEDA. This solution is then stirred at reflux for 1 hour. The resulting brick-red mixture is cooled in an ice-water bath. Then 1.64 parts of bromocyclopentane is added and the solution is stirred for 18 hours at room temperature. After the 18 hour period, a brow... Reactants: C(=O)C1=NN=C(O1)NC(OC(C)(C)C)=O (Tert-butyl (5-formyl-1,3,4-oxadiazol-2-yl)carbamate), C(=O)C1=NN=C(O1)NC(OC(C)(C)C)=O (Tert-butyl (5-formyl-1,3,4-oxadiazol-2-yl)carbamate), [B-](OC(=O)C)(OC(=O)C)OC(=O)C.[Na+] (sodium triacetoxy borohyride), C(C1=CC=CC=C1)OC1=CC=C(C=C1)[C@H]1[C@@H](C1)N ((trans)-2-(4-(benzyloxy)phenyl)cyclopropanamine), C(C1=CC=CC=C1)OC1=CC=C(C=C1)[C@H]1[C@@H](C1)N ((trans)-2-(4-(benzyloxy)phenyl)cyclopropanamine), [BH4-].[Na+] (NaBH4). Run in ClC(C)Cl (Dichloro ethane). Reaction conditions: time 24 hour. Product: C(C1=CC=CC=C1)OC1=CC=C(C=C1)[C@H]1[C@@H](C1)NCC1=NN=C(O1)NC(OC(C)(C)C)=O (tert-butyl (5-((((trans)-2-(4-(benzyloxy)phenyl)cyclopropyl)amino)methyl)-1,3,4-oxadiazol-2-yl)carbamate). Isolated yield 15.4%. RXN SMILES: [CH:1]([C:3]1[O:7][C:6]([NH:8][C:9](=[O:15])[O:10][C:11]([CH3:14])([CH3:13])[CH3:12])=[N:5][N:4]=1)=O.[B-](OC(C)=O)(OC(C)=O)OC(C)=O.[Na+].[CH2:30]([O:37][C:38]1[CH:43]=[CH:42][C:41]([C@@H:44]2[CH2:46][C@H:45]2[NH2:47])=[CH:40][CH:39]=1)[C:31]1[CH:36]=[CH:35][CH:34]=[CH:33][CH:32]=1.[BH4-].[Na+]>ClC(Cl)C>[CH2:30]([O:37][C:38]1[CH:39]=[CH:40][C:41]([C@@H:44]2[CH2:46][C@H:45]2[NH:47][CH2:1][C:3]2[O:7][C:6]([NH:8][C:9](=[O:15])[O:10][C:11]([CH3:12])([CH3:13])[CH3:14])=[N:5][N:4]=2)=[CH:42][CH:43]=1)[C:31]1[CH:32]=[CH:33][CH:34]=[CH:35][CH:36]=1 |f:1.2,4.5,^1:15|. Procedure: Tert-butyl (5-formyl-1,3,4-oxadiazol-2-yl)carbamate (Intermediate O, 220 mg, 1.041 mmol) and sodium triacetoxy borohyride (441 mg, 2.08 mmol) was added to a solution of Trans-2-[4-(benzyloxy)phenyl]cyclopropanamine (Intermediate B, 250 mg, 1.041 mmol) in dry Dichloro ethane (2.5 mL) at 0° C. and stirred at RT for 24 h, then the solvent was evaporated. The residue was taken in MeOH (2.5 mL) and NaBH4 (116 mg, 3.138 mmol) was added at 0° C. and stirred for 2 h at RT. After completion, the solvent ... Reactants: [H-].[Na+] (sodium hydride), C(#N)C1=CC=C(C=C1)[C@@]1(NC(N(C1=O)CC(=O)OC)=O)C (methyl (S)-(4-(4-cyanophenyl)-4-methyl-2,5-dioxoimidazolidin-1-yl)acetate), CI (methyl iodide). The solvent is CN(C=O)C (dimethylformamide). Run at time 15 minute. Product: C(#N)C1=CC=C(C=C1)[C@@]1(N(C(N(C1=O)CC(=O)OC)=O)C)C (Methyl (S)-(4-(4-cyanophenyl)-3,4-dimethyl-2,5-dioxoimidazolidin-1-yl)acetate). RXN SMILES: [C:1]([C:3]1[CH:8]=[CH:7][C:6]([C@@:9]2([CH3:21])[C:13](=[O:14])[N:12]([CH2:15][C:16]([O:18][CH3:19])=[O:17])[C:11](=[O:20])[NH:10]2)=[CH:5][CH:4]=1)#[N:2].[H-].[Na+].[CH3:24]I>CN(C)C=O>[C:1]([C:3]1[CH:4]=[CH:5][C:6]([C@@:9]2([CH3:21])[C:13](=[O:14])[N:12]([CH2:15][C:16]([O:18][CH3:19])=[O:17])[C:11](=[O:20])[N:10]2[CH3:24])=[CH:7][CH:8]=1)#[N:2] |f:1.2|. Reported procedure: 3 g of methyl (S)-(4-(4-cyanophenyl)-4-methyl-2,5-dioxoimidazolidin-1-yl)acetate (10.4 mmol) were dissolved in 15 ml of anhydrous dimethylformamide under argon. 11.4 mmol of sodium hydride in the form of a dispersion in mineral oil were added in an argon countercurrent. The reaction mixture was stirred at room temperature for 15 minutes. It was then treated with 721 μl of methyl iodide (11.4 mmol). The mixture was stirred at room temperature for 4 hours and then allowed to stand at room temperat... The reactants are COC1=C(C=CC(=C1)N1CCN(CC1)C)N (2-Methoxy-4-(4-methyl-piperazin-1-yl)-phenylamine), COC=1C=C(C=CC1[N+](=O)[O-])N1CCN(CC1)C (1-(3-Methoxy-4-nitro-phenyl)-4-methyl-piperazine), CCO (EtOH). Run in CO (MeOH). Yields the product NC1=CC=C(C=C1)N1CC(CCC1)C(=O)N1CCN(CC1)C ([1-(4-Amino-phenyl)-piperidin-3-yl]-(4-methyl-piperazin-1-yl)-methanone). Reaction SMILES: CO[C:3]1C=[C:7]([N:9]2[CH2:14][CH2:13][N:12]([CH3:15])[CH2:11][CH2:10]2)[CH:6]=[CH:5][C:4]=1N.CO[C:19]1[CH:20]=[C:21]([N:28]2CCN(C)C[CH2:29]2)[CH:22]=[CH:23][C:24]=1[N+:25]([O-])=O.CC[OH:37]>CO>[NH2:25][C:24]1[CH:23]=[CH:22][C:21]([N:28]2[CH2:3][CH2:4][CH2:5][CH:6]([C:7]([N:9]3[CH2:10][CH2:11][N:12]([CH3:15])[CH2:13][CH2:14]3)=[O:37])[CH2:29]2)=[CH:20][CH:19]=1. Reported procedure: [1-(4-Amino-phenyl)-piperidin-3-yl]-(4-methyl-piperazin-1-yl)-methanone was prepared in a similar manner as 2-Methoxy-4-(4-methyl-piperazin-1-yl)-phenylamine of Example 33 after substituting (4-Methyl-piperazin-1-yl)-[1-(4-nitro-phenyl)-piperidin-3-yl]-methanone for 1-(3-Methoxy-4-nitro-phenyl)-4-methyl-piperazine, and using EtOH as the solvent rather than MeOH (75 mg, 99%). LC/MS (E/I+) 303.19 (M+H). The reactants are Cc1nc(O)cc(O)c1C, O=[N+]([O-])O, O=S(=O)(O)O. Yields the product Cc1nc(O)c([N+](=O)[O-])c(O)c1C. As a reaction SMILES: [CH3:1][c:2]1[c:3]([OH:10])[cH:4][c:5]([OH:9])[n:6][c:7]1[CH3:8].[OH:11][N+:12]([O-:13])=[O:14].[S:15](=[O:16])(=[O:17])([OH:18])[OH:19]>>[CH3:1][c:2]1[c:3]([OH:10])[c:4]([N+:12](=[O:11])[O-:13])[c:5]([OH:9])[n:6][c:7]1[CH3:8].